This data is from the Open Reaction Database (ORD), a public repository of structured organic reaction records. The task is: describe an organic reaction: reactants, conditions, products, and yield The reactants are CC(=O)O, CCCC(C=NNC(=O)OC)c1ccc(Cl)cc1Cl. Product: CCCC(CNNC(=O)OC)c1ccc(Cl)cc1Cl. As a reaction SMILES: [CH3:20][C:21](=[O:22])[OH:23].[Cl:1][c:2]1[c:3]([CH:9]([CH:10]=[N:11][NH:12][C:13](=[O:14])[O:15][CH3:16])[CH2:17][CH2:18][CH3:19])[cH:4][cH:5][c:6]([Cl:8])[cH:7]1>>[Cl:1][c:2]1[c:3]([CH:9]([CH2:10][NH:11][NH:12][C:13](=[O:14])[O:15][CH3:16])[CH2:17][CH2:18][CH3:19])[cH:4][cH:5][c:6]([Cl:8])[cH:7]1. Reactants: ClC(Cl)Cl, O=C(OO)c1cccc(Cl)c1, FC(F)c1ccc(-c2c[nH]nc2C(F)(F)F)cc1C(SC(c1cc(-c2c[nH]nc2C(F)(F)F)ccc1C(F)F)C(F)(F)F)C(F)(F)F, [Na+], [Na+], O=S([O-])[O-]. The product is O=S(C(c1cc(-c2c[nH]nc2C(F)(F)F)ccc1C(F)F)C(F)(F)F)C(c1cc(-c2c[nH]nc2C(F)(F)F)ccc1C(F)F)C(F)(F)F. As a reaction SMILES: [CH:65]([Cl:66])([Cl:67])[Cl:68].[Cl:48][c:49]1[cH:50][cH:51][cH:52][c:53]([C:54]([O:55][OH:57])=[O:56])[cH:58]1.[F:1][CH:2]([c:3]1[c:4]([CH:18]([C:19]([F:20])([F:21])[F:22])[S:23][CH:24]([C:25]([F:26])([F:27])[F:28])[c:29]2[c:30]([CH:44]([F:45])[F:46])[cH:31][cH:32][c:33](-[c:35]3[c:36]([C:40]([F:41])([F:42])[F:43])[n:37][nH:38][cH:39]3)[cH:34]2)[cH:5][c:6](-[c:9]2[c:10]([C:14]([F:15])([F:16])[F:17])[n:11][nH:12][cH:13]2)[cH:7][cH:8]1)[F:47].[Na+:63].[Na+:64].[S:59]([O-:60])([O-:61])=[O:62]>>[F:1][CH:2]([c:3]1[c:4]([CH:18]([C:19]([F:20])([F:21])[F:22])[S:23]([CH:24]([C:25]([F:26])([F:27])[F:28])[c:29]2[c:30]([CH:44]([F:45])[F:46])[cH:31][cH:32][c:33](-[c:35]3[c:36]([C:40]([F:41])([F:42])[F:43])[n:37][nH:38][cH:39]3)[cH:34]2)=[O:56])[cH:5][c:6](-[c:9]2[c:10]([C:14]([F:15])([F:16])[F:17])[n:11][nH:12][cH:13]2)[cH:7][cH:8]1)[F:47]. The reactants are Cl (hydrochloric acid), C(#N)C(CCC1CCC(CC1)=O)(CCC(F)(F)F)C#N (4-(3,3-dicyano-6,6,6-trifluorohexyl)cyclohexanone), solution, C(#C)[Mg]Br (ethynyl magnesium bromide). The solvent is O1CCCC1 (tetrahydrofuran), O1CCCC1 (tetrahydrofuran). Reaction conditions: temperature 0 celsius, time 5 hour. Product: C(#N)C(CCC1CCC(CC1)(O)C#C)(CCC(F)(F)F)C#N (1-(3,3-dicyano-6,6,6-trifluorohexyl)-4-ethynyl-4-hydroxycyclohexane). Reaction SMILES: [C:1]([C:3]([C:19]#[N:20])([CH2:13][CH2:14][C:15]([F:18])([F:17])[F:16])[CH2:4][CH2:5][CH:6]1[CH2:11][CH2:10][C:9](=[O:12])[CH2:8][CH2:7]1)#[N:2].[C:21]([Mg]Br)#[CH:22].Cl>O1CCCC1>[C:1]([C:3]([C:19]#[N:20])([CH2:13][CH2:14][C:15]([F:18])([F:17])[F:16])[CH2:4][CH2:5][CH:6]1[CH2:7][CH2:8][C:9]([C:21]#[CH:22])([OH:12])[CH2:10][CH2:11]1)#[N:2]. Procedure details: To a solution of 1.14 g of 4-(3,3-dicyano-6,6,6-trifluorohexyl)cyclohexanone in 10 mL of tetrahydrofuran was added 10 mL of a 0.5 M solution of ethynyl magnesium bromide in tetrahydrofuran at 0° C. under a nitrogen atmosphere, followed by stirring at 0° C. for 5 hours. To the reaction mixture was added 30 mL of a 1 N aqueous hydrochloric acid solution, followed by extraction twice with 30 mL of ethyl acetate. The combined organic layer was washed sequentially with 30 mL of a saturated aqueous so... Starting materials: CC(C)(C)NCC(O)COc1cc(C2=NNC(=O)CC2)ccc1[N+](=O)[O-], C1=CCCCC1, CCO. The product is CC(C)(C)NCC(O)COc1cc(C2=NNC(=O)CC2)ccc1N. As a reaction SMILES: [C:1]([CH3:2])([CH3:3])([CH3:4])[NH:5][CH2:6][CH:7]([CH2:8][O:9][c:10]1[cH:11][c:12]([C:19]2=[N:24][NH:23][C:22](=[O:25])[CH2:21][CH2:20]2)[cH:13][cH:14][c:15]1[N+:16]([O-:17])=[O:18])[OH:26].[CH2:27]1[CH2:28][CH:29]=[CH:30][CH2:31][CH2:32]1.[CH3:33][CH2:34][OH:35]>>[C:1]([CH3:2])([CH3:3])([CH3:4])[NH:5][CH2:6][CH:7]([CH2:8][O:9][c:10]1[cH:11][c:12]([C:19]2=[N:24][NH:23][C:22](=[O:25])[CH2:21][CH2:20]2)[cH:13][cH:14][c:15]1[NH2:16])[OH:26]. The reactants are C(C)(C)(C)OC(=O)N1CCN(CC1)C1=CC(=CC=C1)C=1N=C2C(=NC1)N(C=C2C(C(C)(C)C)=O)COCC[Si](C)(C)C (4-{3-[7-(2,2-Dimethyl-propionyl)-5-(2-trimethylsilanyl-ethoxymethyl)-5H-pyrrolo[2,3-b]pyrazin-2-yl]-phenyl}-piperazine-1-carboxylic acid tert-butyl ester), C(Cl)Cl (CH2Cl2), CO (MeOH). The solvent is FC(C(C(F)(F)F)O)(F)F (hexafluoroisopropanol). Yields the product [NH4+].[OH-].ClCCl (NH4OH dichloromethane), CC(C(=O)C1=CN(C2=NC=C(N=C21)C2=CC(=CC=C2)N2CCNCC2)COCC[Si](C)(C)C)(C)C (2,2-Dimethyl-1-[2-(3-piperazin-1-yl-phenyl)-5-(2-trimethylsilanyl-ethoxymethyl)-5H-pyrrolo[2,3-b]pyrazin-7-yl]-propan-1-one). Yield: 69.0%. Reaction SMILES: C([O:5]C([N:8]1[CH2:13][CH2:12][N:11]([C:14]2[CH:19]=[CH:18][CH:17]=[C:16]([C:20]3[N:21]=[C:22]4[C:28]([C:29](=[O:34])[C:30]([CH3:33])([CH3:32])[CH3:31])=[CH:27][N:26]([CH2:35][O:36][CH2:37][CH2:38][Si:39]([CH3:42])([CH3:41])[CH3:40])[C:23]4=[N:24][CH:25]=3)[CH:15]=2)[CH2:10][CH2:9]1)=O)(C)(C)C.[CH2:43]([Cl:45])[Cl:44].CO>FC(F)(F)C(O)C(F)(F)F>[NH4+:8].[OH-:5].[Cl:44][CH2:43][Cl:45].[CH3:31][C:30]([CH3:33])([CH3:32])[C:29]([C:28]1[C:22]2[C:23](=[N:24][CH:25]=[C:20]([C:16]3[CH:17]=[CH:18][CH:19]=[C:14]([N:11]4[CH2:12][CH2:13][NH:8][CH2:9][CH2:10]4)[CH:15]=3)[N:21]=2)[N:26]([CH2:35][O:36][CH2:37][CH2:38][Si:39]([CH3:41])([CH3:40])[CH3:42])[CH:27]=1)=[O:34] |f:4.5.6|. Reported procedure: A solution of 4-{3-[7-(2,2-Dimethyl-propionyl)-5-(2-trimethylsilanyl-ethoxymethyl)-5H-pyrrolo[2,3-b]pyrazin-2-yl]-phenyl}-piperazine-1-carboxylic acid tert-butyl ester (0.1226 g, 0.206 mmol) in 4 mL of hexafluoroisopropanol was stirred at 150° C. for 1 h under microwave irradiation. The reaction mixture was concentrated in vacuo. Silica gel chromatography (0→40% 60:10:1 CH2Cl2:MeOH:NH4OH/dichloromethane over 20 minutes) afforded 0.0704 g (69% yield) of 2,2-Dimethyl-1-[2-(3-piperazin-1-yl-phenyl)... The reactants are [BH4-].[Na+] (NaBH4), C(CCC)C1=CC=C(C(N1CC1=CC=C(C=C1)C1=C(C=CC=C1)C#N)=O)C=O (6-butyl-1-(2'-cyanobiphenyl-4-ylmethyl)-3-formyl-1,2-dihydro-2-oxopyridine), Cl (hydrochloric acid). Reaction SMILES: [BH4-].[Na+].[CH2:3]([C:7]1[N:12]([CH2:13][C:14]2[CH:19]=[CH:18][C:17]([C:20]3[CH:25]=[CH:24][CH:23]=[CH:22][C:21]=3[C:26]#[N:27])=[CH:16][CH:15]=2)[C:11](=[O:28])[C:10]([CH:29]=[O:30])=[CH:9][CH:8]=1)[CH2:4][CH2:5][CH3:6].Cl>C(O)(C)C>[CH2:3]([C:7]1[N:12]([CH2:13][C:14]2[CH:19]=[CH:18][C:17]([C:20]3[CH:25]=[CH:24][CH:23]=[CH:22][C:21]=3[C:26]#[N:27])=[CH:16][CH:15]=2)[C:11](=[O:28])[C:10]([CH2:29][OH:30])=[CH:9][CH:8]=1)[CH2:4][CH2:5][CH3:6] |f:0.1|. The solvent is C(C)(C)O (isopropanol). Procedure details: 15 mg of NaBH4 are added at 20° to a solution of 370 mg of 6-butyl-1-(2'-cyanobiphenyl-4-ylmethyl)-3-formyl-1,2-dihydro-2-oxopyridine in 5 ml of isopropanol, with stirring. After further stirring (1 hour), dilute hydrochloric acid is added dropwise until the evolution of H2 has ceased, and the mixture is evaporated. 6-Butyl-1-(2'-cyanobiphenyl-4-ylmethyl)-3-hydroxymethyl-1,2-dihydro-2-oxopyridine is obtained after conventional working-up. Product: C(CCC)C1=CC=C(C(N1CC1=CC=C(C=C1)C1=C(C=CC=C1)C#N)=O)CO (6-Butyl-1-(2'-cyanobiphenyl-4-ylmethyl)-3-hydroxymethyl-1,2-dihydro-2-oxopyridine). Reactants: OC=1C=NC=CC1 (3-hydroxypyridine), [H-].[Na+] (NaH), O (H2O), BrC1COC2=CC=C(C=C2C1=O)OCC1=CC=CC=C1 (3-bromo-6-benzyloxy-4-chromanone). Solvent: C(Cl)Cl (CH2Cl2), C(C)(=O)OCC (ethyl acetate), CN(C)C=O (DMF). Reaction conditions: time 0.5 hour. The product is C(C1=CC=CC=C1)OC=1C=C2C(C(COC2=CC1)OC=1C=NC=CC1)=O (6-Benzyloxy-3-(3-pyridyloxy)-4-chromanone). RXN SMILES: [OH:1][C:2]1[CH:3]=[N:4][CH:5]=[CH:6][CH:7]=1.[H-].[Na+].Br[CH:11]1[C:20](=[O:21])[C:19]2[C:14](=[CH:15][CH:16]=[C:17]([O:22][CH2:23][C:24]3[CH:29]=[CH:28][CH:27]=[CH:26][CH:25]=3)[CH:18]=2)[O:13][CH2:12]1.O>CN(C=O)C.C(Cl)Cl.C(OCC)(=O)C>[CH2:23]([O:22][C:17]1[CH:18]=[C:19]2[C:14](=[CH:15][CH:16]=1)[O:13][CH2:12][CH:11]([O:1][C:2]1[CH:3]=[N:4][CH:5]=[CH:6][CH:7]=1)[C:20]2=[O:21])[C:24]1[CH:25]=[CH:26][CH:27]=[CH:28][CH:29]=1 |f:1.2|. Reported procedure: To a solution of 3-hydroxypyridine (8.56 g, 90.0 mmol) in 300 ml anhydrous DMF was added portionwise 3.6 g of 60% NaH in oil (90 mmol. 1.0 eq.). Stirring 0.5 hour was followed by the addition of 30.0 g (90.0 mmol, 1.0 eq.) of 3-bromo-6-benzyloxy-4-chromanone in one portion. After 1 hour, the reaction was poured into 1 liter H2O and extracted 3×250 ml ethyl acetate. The organic layers were combined, washed 1×100 ml H2O, 1×100 ml 10% LiCl and 1×100 ml brine, then dried over Na2SO4. Filtration and ... Starting materials: C(=O)(OC)C1CNCC1 (3-carbomethoxypyrrolidine), NC=1N=C(C2=C(N1)NCC(C2)CCC2=CC=C(S2)C(=O)O)O (5-[2-(2-amino-4-hydroxy-5,6,7,8-tetrahydropyrido[2,3-d]pyrimidin-6-yl)ethyl]thien-2-ylcarboxylic acid), CN1CCOCC1 (N-methylmorpholine), ClC1=NC(=NC(=N1)OC)OC (2-chloro-4,6-dimethoxy-1,3,5-triazine). Run in CN(C=O)C (dimethylformamide), CN(C=O)C (dimethylformamide). The product is NC=1N=C(C2=C(N1)NCC(C2)CCC2=CC=C(S2)C(=O)N2CC(CC2)C(=O)OC)O (methyl 1-{5-[2-(2-amino-4-hydroxy-5,6,7,8-tetrahydropyrido[2,3-d]pyrimidin-6-yl)ethyl]thien-2-ylcarbonyl}pyrrolidine-3-carboxylate). Isolated yield 38.5%. As a reaction SMILES: [NH2:1][C:2]1[N:3]=[C:4]([OH:22])[C:5]2[CH2:11][CH:10]([CH2:12][CH2:13][C:14]3[S:18][C:17]([C:19]([OH:21])=O)=[CH:16][CH:15]=3)[CH2:9][NH:8][C:6]=2[N:7]=1.CN1CCOCC1.ClC1N=C(OC)N=C(OC)N=1.[C:41]([CH:45]1[CH2:49][CH2:48][NH:47][CH2:46]1)([O:43][CH3:44])=[O:42]>CN(C)C=O>[NH2:1][C:2]1[N:3]=[C:4]([OH:22])[C:5]2[CH2:11][CH:10]([CH2:12][CH2:13][C:14]3[S:18][C:17]([C:19]([N:47]4[CH2:48][CH2:49][CH:45]([C:41]([O:43][CH3:44])=[O:42])[CH2:46]4)=[O:21])=[CH:16][CH:15]=3)[CH2:9][NH:8][C:6]=2[N:7]=1. Procedure details: To a sample of 150 mg (0.47 mmol) of 5-[2-(2-amino-4-hydroxy-5,6,7,8-tetrahydropyrido[2,3-d]pyrimidin-6-yl)ethyl]thien-2-ylcarboxylic acid in a three-necked round bottomed flask under an atmosphere of nitrogen were added 3.6 mL anhydrous dimethylformamide and 0.11 mL (0.99 mmol) of N-methylmorpholine. The reaction mixture was stirred and 90 mg (0.51 mmol) of 2-chloro-4,6-dimethoxy-1,3,5-triazine were added at once. The reaction mixture was stirred at room temperature for 0.5 hours and 162 mg (1.... Starting materials: CCOC(=O)CCCCN(CCc1nc(C)ccc1OCc1ccc(Br)cc1)Cc1ccc(C(=O)OC)cc1, O=C([O-])[O-], COCCOC, OB(O)c1ccc(C(F)(F)F)cc1, [Na+], [Na+], O. Product: CCOC(=O)CCCCN(CCc1nc(C)ccc1OCc1ccc(-c2ccc(C(F)(F)F)cc2)cc1)Cc1ccc(C(=O)OC)cc1. Reaction SMILES: [Br:1][c:2]1[cH:3][cH:4][c:5]([CH2:6][O:7][c:8]2[c:9]([CH2:15][CH2:16][N:17]([CH2:18][CH2:19][CH2:20][CH2:21][C:22](=[O:23])[O:24][CH2:25][CH3:26])[CH2:27][c:28]3[cH:29][cH:30][c:31]([C:32](=[O:33])[O:34][CH3:35])[cH:36][cH:37]3)[n:10][c:11]([CH3:14])[cH:12][cH:13]2)[cH:38][cH:39]1.[C:53](=[O:54])([O-:55])[O-:56].[CH3:59][O:60][CH2:61][CH2:62][O:63][CH3:64].[F:40][C:41]([c:42]1[cH:43][cH:44][c:45]([B:48]([OH:49])[OH:50])[cH:46][cH:47]1)([F:51])[F:52].[Na+:57].[Na+:58].[OH2:65]>>[c:2]1(-[c:45]2[cH:44][cH:43][c:42]([C:41]([F:40])([F:51])[F:52])[cH:47][cH:46]2)[cH:3][cH:4][c:5]([CH2:6][O:7][c:8]2[c:9]([CH2:15][CH2:16][N:17]([CH2:18][CH2:19][CH2:20][CH2:21][C:22](=[O:23])[O:24][CH2:25][CH3:26])[CH2:27][c:28]3[cH:29][cH:30][c:31]([C:32](=[O:33])[O:34][CH3:35])[cH:36][cH:37]3)[n:10][c:11]([CH3:14])[cH:12][cH:13]2)[cH:38][cH:39]1. Starting materials: C(C)(=O)O.C(C)(=O)O.OCC=1C2C(C(C(C1CO)(C=C2)C)=O)(C)C (5,6-bis(hydroxymethyl)-1,3,3-trimethylbicyclo[2.2.2]-octa-5,7-dien-2-one diacetate). Reagents/catalysts: [Pd] (palladium on charcoal). Run in C(C)(C)O (isopropyl alcohol). Reaction conditions: temperature 80 celsius, time 4 minute. Yields the product CC12C(C(C(C(=C1C)C)CC2)(C)C)=O (1,3,3,5,6-pentamethyl-bicyclo[2.2.2]octa-5-en-2-one). The yield is 119.9%. As a reaction SMILES: C(O)(=O)C.C(O)(=O)C.O[CH2:10][C:11]1[CH:12]2[CH:20]=[CH:19][C:15]([CH3:21])([C:16]=1[CH2:17]O)[C:14](=[O:22])[C:13]2([CH3:24])[CH3:23]>[Pd].C(O)(C)C>[CH3:21][C:15]12[CH2:19][CH2:20][CH:12]([C:11]([CH3:10])=[C:16]1[CH3:17])[C:13]([CH3:24])([CH3:23])[C:14]2=[O:22] |f:0.1.2|. Procedure details: To a 450 ml Parr mini-pressure reactor is charged 15 grams of 5,6-bis(hydroxymethyl)-1,3,3-trimethylbicyclo[2.2.2]-octa-5,7-dien-2-one diacetate produced according to Example IV, 60 ml of isopropyl alcohol and 0.3 grams of 10% palladium on charcoal. After flushing with nitrogen and hydrogen, the hydrogen is charged to a pressure of 195 psig while maintaining the reaction mass temperature at 22°-27° C. Within four minutes, the pressure drops to 140 psig and holds steady for six minutes. Hydrogen ...